Dataset: the Open Reaction Database (ORD), a public repository of structured organic reaction records. Task: describe an organic reaction: reactants, conditions, products, and yield Starting materials: ClC1=C(C=CC=C1C=1N=C(SC1C1=NC(=NC=C1)Cl)C(C)(C)C)NS(=O)(=O)C1=COC=C1 (N-{2-chloro-3-[5-(2-chloro-4-pyrimidinyl)-2-(1,1-dimethylethyl)-1,3-thiazol-4-yl]phenyl}-3-furansulfonamide), [OH-].[NH4+] (ammonium hydroxide). Product: NC1=NC=CC(=N1)C1=C(N=C(S1)C(C)(C)C)C=1C(=C(C=CC1)NS(=O)(=O)C1=COC=C1)Cl (N-{3-[5-(2-amino-4-pyrimidinyl)-2-(1,1-dimethylethyl)-1,3-thiazol-4-yl]-2-chlorophenyl}-3-furansulfonamide), solid. Isolated yield 38.0%. RXN SMILES: [Cl:1][C:2]1[C:7]([C:8]2[N:9]=[C:10]([C:20]([CH3:23])([CH3:22])[CH3:21])[S:11][C:12]=2[C:13]2[CH:18]=[CH:17][N:16]=[C:15](Cl)[N:14]=2)=[CH:6][CH:5]=[CH:4][C:3]=1[NH:24][S:25]([C:28]1[CH:32]=[CH:31][O:30][CH:29]=1)(=[O:27])=[O:26].[OH-].[NH4+:34]>>[NH2:34][C:15]1[N:14]=[C:13]([C:12]2[S:11][C:10]([C:20]([CH3:22])([CH3:23])[CH3:21])=[N:9][C:8]=2[C:7]2[C:2]([Cl:1])=[C:3]([NH:24][S:25]([C:28]3[CH:32]=[CH:31][O:30][CH:29]=3)(=[O:27])=[O:26])[CH:4]=[CH:5][CH:6]=2)[CH:18]=[CH:17][N:16]=1 |f:1.2|. Reported procedure: Following a procedure analogous to the procedure described in Example 52, Step B using N-{2-chloro-3-[5-(2-chloro-4-pyrimidinyl)-2-(1,1-dimethylethyl)-1,3-thiazol-4-yl]phenyl}-3-furansulfonamide (130 mg, 0.255 mmol) and ammonium hydroxide (3 mL), the title compound was obtained as an off-white solid (48 mg, 38% yield). MS (ESI): 490 [M+H]+. The reactants are CCC(NC(=O)C(CC(C)(F)F)NC(=O)N1CCCOCC1)C(O)c1nc(C2CC2)no1, ClCCl. Yields the product CCC(NC(=O)C(CC(C)(F)F)NC(=O)N1CCCOCC1)C(=O)c1nc(C2CC2)no1. Reaction SMILES: [CH:1]1([c:4]2[n:5][o:6][c:7]([CH:9]([CH:10]([CH2:11][CH3:12])[NH:13][C:14](=[O:15])[CH:16]([CH2:17][C:18]([CH3:19])([F:20])[F:21])[NH:22][C:23](=[O:24])[N:25]3[CH2:26][CH2:27][O:28][CH2:29][CH2:30][CH2:31]3)[OH:32])[n:8]2)[CH2:2][CH2:3]1.[Cl:33][CH2:34][Cl:35]>>[CH:1]1([c:4]2[n:5][o:6][c:7]([C:9]([CH:10]([CH2:11][CH3:12])[NH:13][C:14](=[O:15])[CH:16]([CH2:17][C:18]([CH3:19])([F:20])[F:21])[NH:22][C:23](=[O:24])[N:25]3[CH2:26][CH2:27][O:28][CH2:29][CH2:30][CH2:31]3)=[O:32])[n:8]2)[CH2:2][CH2:3]1. Starting materials: NCC(=O)OC(C)(C)C (t-butyl 2-aminoacetate), C=C1CC(=O)O1 (diketene). The solvent is C1=CC=CC=C1 (benzene). Conditions: time 1 hour. The product is O=C(CC(=O)NCC(=O)OC(C)(C)C)C (t-butyl 2-[N-(3-oxobutanoyl)amino]acetate). Yield: 91.3%. RXN SMILES: [NH2:1][CH2:2][C:3]([O:5][C:6]([CH3:9])([CH3:8])[CH3:7])=[O:4].[CH2:10]=[C:11]1[O:15][C:13](=[O:14])[CH2:12]1>C1C=CC=CC=1>[O:15]=[C:11]([CH3:10])[CH2:12][C:13]([NH:1][CH2:2][C:3]([O:5][C:6]([CH3:9])([CH3:8])[CH3:7])=[O:4])=[O:14]. Procedure: 3.93 g (50 mmol) of t-butyl 2-aminoacetate was dissolved in 65 ml of benzene. To the above mixture, 4.41 g (52.5 mmol) of diketene was added dropwise and the reaction mixture was stirred for one hour. The reaction mixture was washed with a saturated aqueous solution of sodium hydrogencarbonate and then with water, and dried over anhydrous sodium sulfate. The solvent was distilled away from the reaction mixture under reduced pressure, whereby 9.821 g (91.2%) of the captioned compound was obtained... The reactants are CC(=O)[O-], [NH4+], O, OCCO, O=c1cc(O)c2ccccc2o1. Product: Nc1cc(=O)oc2ccccc12. RXN SMILES: [CH3:14][C:15](=[O:16])[O-:17].[NH4+:13].[OH2:18].[OH:19][CH2:20][CH2:21][OH:22].[OH:1][c:2]1[cH:3][c:4](=[O:12])[o:5][c:6]2[cH:7][cH:8][cH:9][cH:10][c:11]12>>[c:2]1([NH2:13])[cH:3][c:4](=[O:12])[o:5][c:6]2[cH:7][cH:8][cH:9][cH:10][c:11]12.